Task: describe an organic reaction: reactants, conditions, products, and yield. Dataset: the Open Reaction Database (ORD), a public repository of structured organic reaction records The reactants are CC1=CC(=NC=C1)CCCCC (4-methyl-2-pentyl-pyridine), ClC1=NC=CC(=C1)CC (2-chloro-4-ethyl pyridine). Product: C(C)C1=CC(=NC=C1)CCCCC (4-ethyl-2-pentyl-pyridine). As a reaction SMILES: [CH3:1][C:2]1[CH:7]=[CH:6][N:5]=[C:4]([CH2:8][CH2:9][CH2:10][CH2:11][CH3:12])[CH:3]=1.Cl[C:14]1C=C(CC)C=CN=1>>[CH2:1]([C:2]1[CH:7]=[CH:6][N:5]=[C:4]([CH2:8][CH2:9][CH2:10][CH2:11][CH3:12])[CH:3]=1)[CH3:14]. Reported procedure: This compound was obtained using the same experimental procedure as per 4-methyl-2-pentyl-pyridine (see above), using 2-chloro-4-ethyl pyridine instead of 2-bromo-4-methyl pyridine. The product was obtained with similar yield and purified in the same way. Starting materials: O=Cc1ccc(Br)s1, CC(=O)O[BH-](OC(C)=O)OC(C)=O, CC(=O)O, CN(C)C=O, ClCCl, C1CCCNCC1, [Na+]. Product: Brc1ccc(CN2CCCCCC2)s1. As a reaction SMILES: [Br:1][c:2]1[cH:3][cH:4][c:5]([CH:7]=[O:8])[s:6]1.[C:16]([O:17][BH-:18]([O:19][C:20](=[O:21])[CH3:22])[O:23][C:24](=[O:25])[CH3:26])(=[O:27])[CH3:28].[CH3:30][C:31](=[O:32])[OH:33].[CH3:37][N:38]([CH3:39])[CH:40]=[O:41].[Cl:34][CH2:35][Cl:36].[NH:9]1[CH2:10][CH2:11][CH2:12][CH2:13][CH2:14][CH2:15]1.[Na+:29]>>[Br:1][c:2]1[cH:3][cH:4][c:5]([CH2:7][N:9]2[CH2:10][CH2:11][CH2:12][CH2:13][CH2:14][CH2:15]2)[s:6]1. The reactants are O (Water), C(C)(=O)OCC (ethyl acetate), CC1(OCCO1)CC(C(=O)OCC)CCC (ethyl 2-((2-methyl-1,3-dioxolan-2-yl)methyl)pentanoate). Run in CCCCCC (hexane), ClCCl (dichloromethane). Conditions: temperature -20 celsius, time 2 hour. Yields the product O=C(CC(C(=O)OCC)CCC)C (ethyl 4-oxo-2-propylpentanoate). Isolated yield 80.9%. Reaction SMILES: [CH3:1][C:2]1([CH2:7][CH:8]([CH2:14][CH2:15][CH3:16])[C:9]([O:11][CH2:12][CH3:13])=[O:10])OCC[O:3]1.O.C(OCC)(=O)C>CCCCCC.ClCCl>[O:3]=[C:2]([CH3:1])[CH2:7][CH:8]([CH2:14][CH2:15][CH3:16])[C:9]([O:11][CH2:12][CH3:13])=[O:10]. Procedure details: To a solution of ethyl 2-((2-methyl-1,3-dioxolan-2-yl)methyl)pentanoate (9.8 g; 42.55 mmol) in hexane (106 mL) at −78° C. under nitrogen atmosphere was added borontribromide (55 mL; 55 mmol; 1M in dichloromethane) and the reaction mixture was stirred at −20° C. for 2 h. Water (50 mL) and ethyl acetate (50 mL) were added to the reaction mixture and the layers were separated. The aqueous layer was extracted with ethyl acetate and the combined organic layers were dried over sodium sulphatesulphate,... Reactants: Cn1c(=O)[nH]c(=O)c2[nH]cnc21, N#CCCl, [Na+], CN(C)C=O, [OH-]. Yields the product Cn1c(=O)[nH]c(=O)c2c1ncn2CC#N. As a reaction SMILES: [CH3:1][n:2]1[c:3](=[O:12])[nH:4][c:5](=[O:11])[c:6]2[nH:7][cH:8][n:9][c:10]12.[Cl:13][CH2:14][C:15]#[N:16].[Na+:18].[O:19]=[CH:20][N:21]([CH3:22])[CH3:23].[OH-:17]>>[CH3:1][n:2]1[c:3](=[O:12])[nH:4][c:5](=[O:11])[c:6]2[n:7]([CH2:14][C:15]#[N:16])[cH:8][n:9][c:10]12.